From a dataset of the Open Reaction Database (ORD), a public repository of structured organic reaction records. describe an organic reaction: reactants, conditions, products, and yield The reactants are C[Sn](C)(C)C, Cc1cc(Br)c2nccn2c1, [Pd], c1ccc(P(c2ccccc2)c2ccccc2)cc1, c1ccc(P(c2ccccc2)c2ccccc2)cc1, c1ccc(P(c2ccccc2)c2ccccc2)cc1, c1ccc(P(c2ccccc2)c2ccccc2)cc1. Yields the product Cc1cc(C)c2nccn2c1. As a reaction SMILES: [CH3:12][Sn:13]([CH3:14])([CH3:15])[CH3:16].[CH3:1][c:2]1[cH:3][c:4]([Br:11])[c:5]2[n:6]([cH:7]1)[cH:8][cH:9][n:10]2.[Pd:93].[c:17]1([P:18]([c:19]2[cH:20][cH:21][cH:22][cH:23][cH:24]2)[c:25]2[cH:26][cH:27][cH:28][cH:29][cH:30]2)[cH:31][cH:32][cH:33][cH:34][cH:35]1.[c:36]1([P:37]([c:38]2[cH:39][cH:40][cH:41][cH:42][cH:43]2)[c:44]2[cH:45][cH:46][cH:47][cH:48][cH:49]2)[cH:50][cH:51][cH:52][cH:53][cH:54]1.[c:55]1([P:56]([c:57]2[cH:58][cH:59][cH:60][cH:61][cH:62]2)[c:63]2[cH:64][cH:65][cH:66][cH:67][cH:68]2)[cH:69][cH:70][cH:71][cH:72][cH:73]1.[c:74]1([P:75]([c:76]2[cH:77][cH:78][cH:79][cH:80][cH:81]2)[c:82]2[cH:83][cH:84][cH:85][cH:86][cH:87]2)[cH:88][cH:89][cH:90][cH:91][cH:92]1>>[CH3:1][c:2]1[cH:3][c:4]([CH3:12])[c:5]2[n:6]([cH:7]1)[cH:8][cH:9][n:10]2. Reactants: N[C@H]1[C@@H](CC=C(C1)CN1CCC(CC1)C(=O)OCC)C1=C(C=C(C=C1)Cl)Cl (ethyl 1-{[trans-5-amino-4-(2,4-dichlorophenyl)cyclohex-1-en-1-yl]methyl}piperidine-4-carboxylate), O1CCCC1.O (tetrahydrofuran H2O), [Li+].[OH-] (LiOH), Cl (HCl). Solvent: CCOCC (ether). Run at time 8 hour. The product is N[C@H]1[C@@H](CC=C(C1)CN1CCC(CC1)C(=O)O)C1=C(C=C(C=C1)Cl)Cl (1-{[trans-5-amino-4-(2,4-dichlorophenyl)cyclohex-1-en-1-yl]methyl}piperidine-4-carboxylic acid). Isolated yield 74.1%. Reaction SMILES: [NH2:1][C@@H:2]1[CH2:7][C:6]([CH2:8][N:9]2[CH2:14][CH2:13][CH:12]([C:15]([O:17]CC)=[O:16])[CH2:11][CH2:10]2)=[CH:5][CH2:4][C@H:3]1[C:20]1[CH:25]=[CH:24][C:23]([Cl:26])=[CH:22][C:21]=1[Cl:27].O1CCCC1.O.[Li+].[OH-].Cl>CCOCC>[NH2:1][C@@H:2]1[CH2:7][C:6]([CH2:8][N:9]2[CH2:14][CH2:13][CH:12]([C:15]([OH:17])=[O:16])[CH2:11][CH2:10]2)=[CH:5][CH2:4][C@H:3]1[C:20]1[CH:25]=[CH:24][C:23]([Cl:26])=[CH:22][C:21]=1[Cl:27] |f:1.2,3.4|. Reported procedure: To a solution of Example 11C (36 mg, 0.088 mmol) in mixture of tetrahydrofuran/H2O (0.3 mL/0.15 mL), LiOH (23 mg, 0.53 mmol) was added at room temperature. The reaction mixture was stirred overnight. It was acidified with 2N HCl in ether until pH=3 and purified by high pressure liquid chromotography (eluting with 0-70% acetonitrile/water and 0.1% trifluoroacetic acid) to provide the title compound (25 mg, 75%). 1H NMR (500 MHz, DMSO-d6) δ ppm 7.90-8.07 (m, 3H), 7.67 (s, 1H), 7.47-7.58 (m, 2H), 6... The reactants are N1CCCC1 (pyrrolidine), BrC=1C=C(C(=NC1)NC(CCl)=O)C (N-(5-bromo-3-methyl-pyridin-2-yl)-2-chloro-acetamide), C(=O)([O-])[O-].[K+].[K+] (K2CO3). Run in CN(C)C=O (DMF), O (water). Run at time 20 hour. Product: BrC=1C=C(C(=NC1)NC(CN1CCCC1)=O)C (N-(5-bromo-3-methyl-pyridin-2-yl)-2-pyrrolidin-1-yl-acetamide). RXN SMILES: [NH:1]1[CH2:5][CH2:4][CH2:3][CH2:2]1.[Br:6][C:7]1[CH:8]=[C:9]([CH3:18])[C:10]([NH:13][C:14](=[O:17])[CH2:15]Cl)=[N:11][CH:12]=1.C([O-])([O-])=O.[K+].[K+]>CN(C=O)C.O>[Br:6][C:7]1[CH:8]=[C:9]([CH3:18])[C:10]([NH:13][C:14](=[O:17])[CH2:15][N:1]2[CH2:5][CH2:4][CH2:3][CH2:2]2)=[N:11][CH:12]=1 |f:2.3.4|. Procedure: 0.81 mL (9.9 mmol) pyrrolidine are added to a suspension of 2.37 g (9.0 mmol) N-(5-bromo-3-methyl-pyridin-2-yl)-2-chloro-acetamide and 2.49 g (18 mmol) K2CO3 in 22.5 mL DMF and the reaction mixture is stirred for 20 h at RT. It is diluted with water, extracted exhaustively with EtOAc, the combined organic phases are washed with water and dried over Na2SO4. After the desiccant and solvent have been eliminated the residue is taken up in a little diisopropylether, cooled to 0° C., the crystals prec... The reactants are C12CNC(CC2C1)C(=O)NC1(CC1)C1=CC=C(C(=O)OC)C=C1 (methyl 4-(1-(3-azabicyclo[4.1.0]heptane-4-carboxamido)cyclopropyl)benzoate), C(=O)([O-])[O-].[Cs+].[Cs+] (Cs2CO3), FC(C1=CC=C(CBr)C=C1)(F)F (4-(trifluoromethyl)-benzylbromide). Solvent: CC#N (MeCN). Conditions: time 4 hour. The product is FC(C1=CC=C(CN2CC3CC3CC2C(=O)NC2(CC2)C2=CC=C(C(=O)OC)C=C2)C=C1)(F)F (methyl 4-(1-(3-(4-(trifluoromethyl)benzyl)-3-azabicyclo[4.1.0]heptane-4-carboxamido)cyclopropyl)benzoate). Isolated yield 92.9%. RXN SMILES: [CH:1]12[CH2:7][CH:6]1[CH2:5][CH:4]([C:8]([NH:10][C:11]1([C:14]3[CH:23]=[CH:22][C:17]([C:18]([O:20][CH3:21])=[O:19])=[CH:16][CH:15]=3)[CH2:13][CH2:12]1)=[O:9])[NH:3][CH2:2]2.C([O-])([O-])=O.[Cs+].[Cs+].[F:30][C:31]([F:41])([F:40])[C:32]1[CH:39]=[CH:38][C:35]([CH2:36]Br)=[CH:34][CH:33]=1>CC#N>[F:30][C:31]([F:40])([F:41])[C:32]1[CH:39]=[CH:38][C:35]([CH2:36][N:3]2[CH:4]([C:8]([NH:10][C:11]3([C:14]4[CH:15]=[CH:16][C:17]([C:18]([O:20][CH3:21])=[O:19])=[CH:22][CH:23]=4)[CH2:12][CH2:13]3)=[O:9])[CH2:5][CH:6]3[CH:1]([CH2:7]3)[CH2:2]2)=[CH:34][CH:33]=1 |f:1.2.3|. Reported procedure: To a solution of methyl 4-(1-(3-azabicyclo[4.1.0]heptane-4-carboxamido)cyclopropyl)benzoate (racemic mixture) (D100) (155 mg, 0.49 mmol) in dry MeCN (4 ml), Cs2CO3 (241 mg, 0.74 mmol) and 4-(trifluoromethyl)-benzylbromide (0.09 ml, 0.59 mmol) were added in sequence and the resulting mixture was stirred at RT for 4 hrs. The residue obtained after solvent evaporation was loaded on Biotage SNAP-Si column (25 g) eluting with a mixture cHex/EtOAc from 65/35 to 40/60. Collected fractions after solvent...